Dataset: the Open Reaction Database (ORD), a public repository of structured organic reaction records. Task: describe an organic reaction: reactants, conditions, products, and yield The reactants are [Br-], BrCCCCCCBr, C=CCCO, CCCC[N+](CCCC)(CCCC)CCCC, [Na+], [OH-]. Yields the product C=CCCOCCCCCCBr. As a reaction SMILES: [Br-:16].[Br:1][CH2:2][CH2:3][CH2:4][CH2:5][CH2:6][CH2:7][Br:8].[CH2:9]([CH2:10][CH:11]=[CH2:12])[OH:13].[CH3:17][CH2:18][CH2:19][CH2:20][N+:21]([CH2:22][CH2:23][CH2:24][CH3:25])([CH2:26][CH2:27][CH2:28][CH3:29])[CH2:30][CH2:31][CH2:32][CH3:33].[Na+:15].[OH-:14]>>[CH2:2]([CH2:3][CH2:4][CH2:5][CH2:6][CH2:7][Br:8])[O:13][CH2:9][CH2:10][CH:11]=[CH2:12]. The reactants are CCOC(C)=O, O=Cc1cc(C#Cc2ccccc2)cs1. The product is O=Cc1cc(CCc2ccccc2)cs1. RXN SMILES: [CH3:16][CH2:17][O:18][C:19]([CH3:20])=[O:21].[c:1]1([C:7]#[C:8][c:9]2[cH:10][c:11]([CH:14]=[O:15])[s:12][cH:13]2)[cH:2][cH:3][cH:4][cH:5][cH:6]1>>[c:1]1([CH2:7][CH2:8][c:9]2[cH:10][c:11]([CH:14]=[O:15])[s:12][cH:13]2)[cH:2][cH:3][cH:4][cH:5][cH:6]1. The reactants are ICC1CCCC1 (Iodomethylcyclopentane), C(C)(C)[N-]C(C)C.[Li+] (lithium diisopropylamide), FC(C1=CC=C(C=C1)CC(=O)O)(F)F ((4-trifluoromethyl-phenyl)-acetic acid). Run in CN(P(=O)(N(C)C)N(C)C)C (hexamethylphosphoramide), O1CCCC1.CN(P(=O)(N(C)C)N(C)C)C (tetrahydrofuran hexamethylphosphoramide). Conditions: temperature -78 celsius, time 30 minute. The product is hexanes ethyl acetate, C1(CCCC1)CC(C(=O)O)C1=CC=C(C=C1)C(F)(F)F (3-cyclopentyl-2-(4-trifluoromethyl-phenyl)-propionic acid). The yield is 65.2%. Reaction SMILES: C([N-]C(C)C)(C)C.[Li+].[F:9][C:10]([F:22])([F:21])[C:11]1[CH:16]=[CH:15][C:14]([CH2:17][C:18]([OH:20])=[O:19])=[CH:13][CH:12]=1.I[CH2:24][CH:25]1[CH2:29][CH2:28][CH2:27][CH2:26]1>O1CCCC1.CN(C)P(N(C)C)(N(C)C)=O.CN(C)P(N(C)C)(N(C)C)=O>[CH:25]1([CH2:24][CH:17]([C:14]2[CH:13]=[CH:12][C:11]([C:10]([F:21])([F:22])[F:9])=[CH:16][CH:15]=2)[C:18]([OH:20])=[O:19])[CH2:29][CH2:28][CH2:27][CH2:26]1 |f:0.1,4.5|. Procedure: A solution of freshly prepared lithium diisopropylamide (23 mL of a 0.31 M stock solution, 7.13 mmol) cooled to −78° C. was treated with (4-trifluoromethyl-phenyl)-acetic acid (693 mg, 3.4 mmol) in tetrahydrofuran/hexamethylphosphoramide (8.5 mL, 3:1). The resulting solution was stirred at −78° C. for 30 min. Iodomethylcyclopentane (784 mg, 3.7 mmol) was then added in hexamethylphosphoramide (1 mL). The mixture was stirred at −78° C. for 4 h. The reaction was then warmed to 25° C. and was stirre... The reactants are ClC1=C(C=CC=C1)Cl (1,2-dichlorobenzene), C(C1=CC=CC=C1)O[C@@H]1[C@H](C2(CC2)[C@H]([C@@H]([C@H]1OCC1=CC=CC=C1)OCC1=CC=CC=C1)C1=CC(=C(C=C1)Cl)CC1=CC=C(C=C1)CC)COCC1=CC=CC=C1 ((4R,5R,6R,7S,8 S)-5,6,7-tris(benzyloxy)-4-(benzyloxymethyl)-8-(4-chloro-3-(4-ethylbenzyl)phenyl)spiro[2.5]octane), [H][H] (hydrogen). The reagents and catalysts are [Pd] (palladium on charcoal). Solvent: C1CCOC1 (THF), CO (methanol). Product: ClC1=C(C=C(C=C1)[C@@H]1C2(CC2)[C@@H]([C@H]([C@@H]([C@H]1O)O)O)CO)CC1=CC=C(C=C1)CC ((4S,5 S,6R,7R,8R)-4-(4-chloro-3-(4-ethylbenzyl)phenyl)-8-(hydroxymethyl)spiro[2.5]octane-5,6,7-triol). The yield is 37.3%. Reaction SMILES: C([O:8][C@H:9]1[C@H:16]([O:17]CC2C=CC=CC=2)[C@@H:15]([O:25]CC2C=CC=CC=2)[C@H:14]([C:33]2[CH:38]=[CH:37][C:36]([Cl:39])=[C:35]([CH2:40][C:41]3[CH:46]=[CH:45][C:44]([CH2:47][CH3:48])=[CH:43][CH:42]=3)[CH:34]=2)[C:11]2([CH2:13][CH2:12]2)[C@@H:10]1[CH2:49][O:50]CC1C=CC=CC=1)C1C=CC=CC=1.ClC1C=CC=CC=1Cl.[H][H]>C1COCC1.CO.[Pd]>[Cl:39][C:36]1[CH:37]=[CH:38][C:33]([C@H:14]2[C@H:15]([OH:25])[C@@H:16]([OH:17])[C@H:9]([OH:8])[C@@H:10]([CH2:49][OH:50])[C:11]32[CH2:12][CH2:13]3)=[CH:34][C:35]=1[CH2:40][C:41]1[CH:42]=[CH:43][C:44]([CH2:47][CH3:48])=[CH:45][CH:46]=1. Reported procedure: To a solution of (4R,5R,6R,7S,8S)-5,6,7-tris(benzyloxy)-4-(benzyloxymethyl)-8-(4-chloro-3-(4-ethylbenzyl)phenyl)spiro[2.5]octane (36, 20 mg, 25.7 μmol) in a mixture of THF (0.2 mL) and methanol (0.8 mL) was added 1,2-dichlorobenzene (58 μL, 515 μmol) followed by 14 mg of palladium on charcoal (10%). The mixture was stirred under 1 atmosphere of hydrogen for 40 minutes. The mixture was filtered through a small pad of Celite in a 6 mL syringe and the Celite pad was washed with methanol (1 mL). Sol... The reactants are CC(=O)OC(C)=O, O=CO, NCCCC(C(=O)N1CCCC1C(=O)O)P(=O)(O)CCCCc1ccccc1. The product is O=CNCCCC(C(=O)N1CCCC1C(=O)O)P(=O)(O)CCCCc1ccccc1. Reaction SMILES: [CH3:29][C:30](=[O:31])[O:32][C:33](=[O:34])[CH3:35].[CH:36]([OH:37])=[O:38].[NH2:1][CH2:2][CH2:3][CH2:4][CH:5]([C:6](=[O:7])[N:8]1[CH:9]([C:10](=[O:11])[OH:12])[CH2:13][CH2:14][CH2:15]1)[P:16](=[O:17])([CH2:18][CH2:19][CH2:20][CH2:21][c:22]1[cH:23][cH:24][cH:25][cH:26][cH:27]1)[OH:28]>>[NH:1]([CH2:2][CH2:3][CH2:4][CH:5]([C:6](=[O:7])[N:8]1[CH:9]([C:10](=[O:11])[OH:12])[CH2:13][CH2:14][CH2:15]1)[P:16](=[O:17])([CH2:18][CH2:19][CH2:20][CH2:21][c:22]1[cH:23][cH:24][cH:25][cH:26][cH:27]1)[OH:28])[CH:30]=[O:31]. The reactants are C(C1=CC=CC=C1)(=O)N1C=CC2=CC(=CC=C12)CN1C(=NC=2C1=NC(=CC2C)C)CC (3-(N-Benzoyl-5-indolyl)methyl-5,7-dimethyl-2-ethyl-3H-imidazo[4,5-b]pyridine), [OH-].[Na+] (NaOH). The solvent is CO (methanol). Conditions: temperature 60 celsius. The product is N1C=CC2=CC(=CC=C12)CN1C(=NC=2C1=NC(=CC2C)C)CC (3-(5-indolyl)methyl-5,7-dimethyl-2-ethyl-3H-imidazo[4,5-b]pyridine). The yield is 101.1%. Reaction SMILES: C([N:9]1[C:17]2[C:12](=[CH:13][C:14]([CH2:18][N:19]3[C:23]4=[N:24][C:25]([CH3:29])=[CH:26][C:27]([CH3:28])=[C:22]4[N:21]=[C:20]3[CH2:30][CH3:31])=[CH:15][CH:16]=2)[CH:11]=[CH:10]1)(=O)C1C=CC=CC=1.[OH-].[Na+]>CO>[NH:9]1[C:17]2[C:12](=[CH:13][C:14]([CH2:18][N:19]3[C:23]4=[N:24][C:25]([CH3:29])=[CH:26][C:27]([CH3:28])=[C:22]4[N:21]=[C:20]3[CH2:30][CH3:31])=[CH:15][CH:16]=2)[CH:11]=[CH:10]1 |f:1.2|. Reported procedure: To a suspension of the product of Example 1 (500 mg, 1.225 mmol) in 10 ml of methanol was added 10 ml of 2N NaOH and the mixture heated to 60° C. After 18 hours the methanol was removed in vacuo. The reaction mixture was diluted with 150 mL of H2O and extracted with 3×200 mL of CH2Cl2. The combined extracts were dried over Na2SO4, filtered and concentrated to yield by the titled compound (377 mg, 100%) as a pale yellow powder. Starting materials: FC=1C=C(OCC=2C=C3C=CC=NC3=CC2)C=C(C1)C1(CCOCC1)OC (6-[(3-fluoro-5-[4-methoxy-3,4,5,6-tetrahydro-2H-pyran -4-yl]phenoxy)methyl]quinoline), CI (methyl iodide). Solvent: C(C)#N (acetonitrile). Run at time 16 hour. Yields the product [I-].FC=1C=C(OCC=2C=C3C=CC=[N+](C3=CC2)C)C=C(C1)C1(CCOCC1)OC (6-[(3-fluoro-5-[4-methoxy -3,4,5,6-tetrahydro-2H-pyran-4-yl]phenoxy)methyl]-1-methylquinolinium iodide). Isolated yield 57.0%. Reaction SMILES: [F:1][C:2]1[CH:3]=[C:4]([CH:17]=[C:18]([C:20]2([O:26][CH3:27])[CH2:25][CH2:24][O:23][CH2:22][CH2:21]2)[CH:19]=1)[O:5][CH2:6][C:7]1[CH:8]=[C:9]2[C:14](=[CH:15][CH:16]=1)[N:13]=[CH:12][CH:11]=[CH:10]2.[CH3:28][I:29]>C(#N)C>[I-:29].[F:1][C:2]1[CH:3]=[C:4]([CH:17]=[C:18]([C:20]2([O:26][CH3:27])[CH2:25][CH2:24][O:23][CH2:22][CH2:21]2)[CH:19]=1)[O:5][CH2:6][C:7]1[CH:8]=[C:9]2[C:14](=[CH:15][CH:16]=1)[N+:13]([CH3:28])=[CH:12][CH:11]=[CH:10]2 |f:3.4|. Procedure: A mixture of 6-[(3-fluoro-5-[4-methoxy-3,4,5,6-tetrahydro-2H-pyran -4-yl]phenoxy)methyl]quinoline (0.367 g), methyl iodide (0.2 ml) and acetonitrile (7 ml) was stirred at ambient temperature for 16 hours. The precipitate was filtered off to give 6-[(3-fluoro-5-[4-methoxy -3,4,5,6-tetrahydro-2H-pyran-4-yl]phenoxy)methyl]-1-methylquinolinium iodide (0.29 g) in 57% yield, m.p. 190° C. Reactants: COC(=O)C(NS(=O)(=O)c1ccc(Br)cc1)C(C)C, COCCOC, [K+], [K+], O=C([O-])[O-], O, OCc1ccc(B(O)O)cc1, c1ccc(P(c2ccccc2)(c2ccccc2)[Pd](P(c2ccccc2)(c2ccccc2)c2ccccc2)(P(c2ccccc2)(c2ccccc2)c2ccccc2)P(c2ccccc2)(c2ccccc2)c2ccccc2)cc1. Yields the product COC(=O)C(NS(=O)(=O)c1ccc(-c2ccc(CO)cc2)cc1)C(C)C. Reaction SMILES: [CH3:1][O:2][C:3]([CH:4]([CH:5]([CH3:6])[CH3:7])[NH:8][S:9](=[O:10])(=[O:11])[c:12]1[cH:13][cH:14][c:15]([Br:18])[cH:16][cH:17]1)=[O:19].[CH3:37][O:38][CH2:39][CH2:40][O:41][CH3:42].[K+:31].[K+:32].[O-:33][C:34]([O-:35])=[O:36].[OH2:43].[OH:20][CH2:21][c:22]1[cH:23][cH:24][c:25]([B:28]([OH:29])[OH:30])[cH:26][cH:27]1.[cH:44]1[cH:45][cH:46][c:47]([P:48]([Pd:49]([P:50]([c:51]2[cH:52][cH:53][cH:54][cH:55][cH:56]2)([c:57]2[cH:58][cH:59][cH:60][cH:61][cH:62]2)[c:63]2[cH:64][cH:65][cH:66][cH:67][cH:68]2)([P:69]([c:70]2[cH:71][cH:72][cH:73][cH:74][cH:75]2)([c:76]2[cH:77][cH:78][cH:79][cH:80][cH:81]2)[c:82]2[cH:83][cH:84][cH:85][cH:86][cH:87]2)[P:88]([c:89]2[cH:90][cH:91][cH:92][cH:93][cH:94]2)([c:95]2[cH:96][cH:97][cH:98][cH:99][cH:100]2)[c:101]2[cH:102][cH:103][cH:104][cH:105][cH:106]2)([c:107]2[cH:108][cH:109][cH:110][cH:111][cH:112]2)[c:113]2[cH:114][cH:115][cH:116][cH:117][cH:118]2)[cH:119][cH:120]1>>[CH3:1][O:2][C:3]([CH:4]([CH:5]([CH3:6])[CH3:7])[NH:8][S:9](=[O:10])(=[O:11])[c:12]1[cH:13][cH:14][c:15](-[c:25]2[cH:24][cH:23][c:22]([CH2:21][OH:20])[cH:27][cH:26]2)[cH:16][cH:17]1)=[O:19]. Starting materials: O=C1NC=C(C=C1)C1=CC=C(C(=O)OCC)C=C1 (ethyl 4-(2-oxo-2H-pyridin-5-yl)benzoate), C(C=C)O (allyl alcohol). Reagents/catalysts: CC([O-])C.[Ti+4].CC([O-])C.CC([O-])C.CC([O-])C (titanium (IV) isopropoxide), CC([O-])C.[Ti+4].CC([O-])C.CC([O-])C.CC([O-])C (titanium (IV) isopropoxide). Yields the product O=C1NC=C(C=C1)C1=CC=C(C(=O)OCC=C)C=C1 (Allyl 4-(2-oxo-2H-pyridin-5-yl)benzoate). As a reaction SMILES: [O:1]=[C:2]1[CH:7]=[CH:6][C:5]([C:8]2[CH:18]=[CH:17][C:11]([C:12]([O:14][CH2:15][CH3:16])=[O:13])=[CH:10][CH:9]=2)=[CH:4][NH:3]1.[CH2:19](O)C=C>CC(C)[O-].[Ti+4].CC(C)[O-].CC(C)[O-].CC(C)[O-]>[O:1]=[C:2]1[CH:7]=[CH:6][C:5]([C:8]2[CH:18]=[CH:17][C:11]([C:12]([O:14][CH2:15][CH:16]=[CH2:19])=[O:13])=[CH:10][CH:9]=2)=[CH:4][NH:3]1 |f:2.3.4.5.6|. Procedure: To a solution of ethyl 4-(2-oxo-2H-pyridin-5-yl)benzoate (1.24 g, 5.10 mmoles, reference example 36f) in allyl alcohol (50 mL) was added titanium (IV) isopropoxide. The resulting mixture was heated to 70° C. for seven hours at which point more titanium (IV) isopropoxide (3 mL) was added. After 18 hours the heat was removed and 1N HCl solution (50 mL) was added followed by extraction with CH2Cl2 (200 mL). The organic layer was isolated and concentrated to give the title compound in quantitative y...